This data is from the Open Reaction Database (ORD), a public repository of structured organic reaction records. The task is: describe an organic reaction: reactants, conditions, products, and yield The reactants are N1=C(C=CC=C1)C(O)C1CCSCC1 (pyridin-2-yl(tetrahydro-2H-thiopyran-4-yl)methanol), B1(OO1)[O-].O.O.O.O.[Na+] (Sodium perborate tetrahydrate). The solvent is C(C)(=O)O (acetic acid). Run at time 18 hour. Yields the product O=S1(CCC(CC1)C(O)C1=NC=CC=C1)=O ((1,1-Dioxo-hexahydro-1λ6-thiopyran-4-yl)-pyridin-2-yl-methanol). The yield is 68.6%. Reaction SMILES: [N:1]1[CH:6]=[CH:5][CH:4]=[CH:3][C:2]=1[CH:7]([CH:9]1[CH2:14][CH2:13][S:12][CH2:11][CH2:10]1)[OH:8].B1([O-])OO1.[OH2:19].[OH2:20].O.O.[Na+]>C(O)(=O)C>[O:19]=[S:12]1(=[O:20])[CH2:11][CH2:10][CH:9]([CH:7]([C:2]2[CH:3]=[CH:4][CH:5]=[CH:6][N:1]=2)[OH:8])[CH2:14][CH2:13]1 |f:1.2.3.4.5.6|. Reported procedure: Placed pyridin-2-yl(tetrahydro-2H-thiopyran-4-yl)methanol (1.560 g, 7.453 mmol) in glacial acetic acid (2 mL). Sodium perborate tetrahydrate (2.293 g, 14.91 mmol) was added and stirred for 18 hours. The reaction was partitioned between saturated sodium bisulfite and CH2Cl2. The solids were filtered off, washed with water and dried to afford the title compound (1.233 g, 68.56% yield)